From a dataset of the Open Reaction Database (ORD), a public repository of structured organic reaction records. describe an organic reaction: reactants, conditions, products, and yield The reactants are COC=1C(C(=C(C(C1OC)=O)CC1=CC=C(C=C1)CCC(=O)O)C)=O (3-[4-(5,6-dimethoxy-3-methyl-1,4-benzoquinon-2-ylmethyl)phenyl]propionic Acid), N1CCCCC1 (piperidine). Yields the product COC=1C(C(=C(C(C1OC)=O)CC1=CC=C(C=C1)CCC(=O)N1CCCCC1)C)=O (N-[3-[4-(5,6-dimethoxy-3-methyl-1,4-benzoquinon-2-ylmethyl)phenyl]propionyl]piperidine). The yield is 136.2%. Reaction SMILES: [CH3:1][O:2][C:3]1[C:4](=[O:25])[C:5]([CH3:24])=[C:6]([CH2:12][C:13]2[CH:18]=[CH:17][C:16]([CH2:19][CH2:20][C:21]([OH:23])=O)=[CH:15][CH:14]=2)[C:7](=[O:11])[C:8]=1[O:9][CH3:10].[NH:26]1[CH2:31][CH2:30][CH2:29][CH2:28][CH2:27]1>>[CH3:1][O:2][C:3]1[C:4](=[O:25])[C:5]([CH3:24])=[C:6]([CH2:12][C:13]2[CH:14]=[CH:15][C:16]([CH2:19][CH2:20][C:21]([N:26]3[CH2:31][CH2:30][CH2:29][CH2:28][CH2:27]3)=[O:23])=[CH:17][CH:18]=2)[C:7](=[O:11])[C:8]=1[O:9][CH3:10]. Procedure: 3-[4-(5,6-dimethoxy-3-methyl-1,4-benzoquinon-2-ylmethyl)phenyl]propionic acid (200 mg, 0.58 mmol) obtained in Example 1 and piperidine (64 mg, 0.75 mmol) were used, and a method similar to that described in Example 3 was employed to obtain the title compound (118 mg, 0.79 mmol, yield 50%). Reactants: BrC=1C=NC=CC1 (3-bromopyridine), [Mg] (magnesium), [Mg] (Magnesium), BrC(C)Br (1,1-dibromoethane), C(C)(C)Cl (isopropyl chloride), C(C1=CC=CC=C1)N1CCC(CC1)=O (1-benzylpiperidin-4-one). Run in C(Cl)(Cl)Cl (chloroform), CO (methanol), O (water), O1CCCC1 (tetrahydrofuran), CCOCC (ether), O1CCCC1 (tetrahydrofuran). Run at time 15 minute. Product: C(C1=CC=CC=C1)N1CCC(CC1)(O)C=1C=NC=CC1 (1-Benzyl-4-(pyridin-3-yl)piperidin-4-ol). As a reaction SMILES: [Mg].BrC(Br)C.C(Cl)(C)C.Br[C:11]1[CH:12]=[N:13][CH:14]=[CH:15][CH:16]=1.[CH2:17]([N:24]1[CH2:29][CH2:28][C:27](=[O:30])[CH2:26][CH2:25]1)[C:18]1[CH:23]=[CH:22][CH:21]=[CH:20][CH:19]=1>O1CCCC1.C(Cl)(Cl)Cl.O.CO.CCOCC>[CH2:17]([N:24]1[CH2:29][CH2:28][C:27]([C:11]2[CH:12]=[N:13][CH:14]=[CH:15][CH:16]=2)([OH:30])[CH2:26][CH2:25]1)[C:18]1[CH:19]=[CH:20][CH:21]=[CH:22][CH:23]=1. Procedure details: (Apparatus: 1 I three-necked flask with nitrogen balloon) Magnesium (5.7 g) was initially introduced into anhydrous ether (125 ml), 1,1-dibromoethane (0.5 g) and isopropyl chloride (17.3 ml) were added dropwise and the mixture was stirred for 15 min to initiate the magnesium. A solution of 3-bromopyridine (25 g) in anhydrous tetrahydrofuran (400 ml) was added dropwise at 40° C. over the course of 20 min and the mixture was then refluxed for 2 h. A solution of 1-benzylpiperidin-4-one (30 g) in an... The reactants are C(C)(=O)C=1C=C(C=CC1Cl)S(=O)(=O)Cl (3-acetyl-4-chloro-benzenesulfonyl chloride), BrC1=NC=C(C=C1N)Cl (2-bromo-5-chloro-pyridin-3-ylamine), white solid. Run in N1=CC=CC=C1 (pyridine). The product is C(C)(=O)C=1C=C(C=CC1Cl)S(=O)(=O)NC=1C(=NC=C(C1)Cl)Br (3-Acetyl-N-(2-bromo-5-chloro-pyridin-3-yl)-4-chloro-benzenesulfonamide). As a reaction SMILES: [C:1]([C:4]1[CH:5]=[C:6]([S:11](Cl)(=[O:13])=[O:12])[CH:7]=[CH:8][C:9]=1[Cl:10])(=[O:3])[CH3:2].[Br:15][C:16]1[C:21]([NH2:22])=[CH:20][C:19]([Cl:23])=[CH:18][N:17]=1>N1C=CC=CC=1>[C:1]([C:4]1[CH:5]=[C:6]([S:11]([NH:22][C:21]2[C:16]([Br:15])=[N:17][CH:18]=[C:19]([Cl:23])[CH:20]=2)(=[O:13])=[O:12])[CH:7]=[CH:8][C:9]=1[Cl:10])(=[O:3])[CH3:2]. Procedure: Prepared from 1.6 g (6.32 mmol) of 3-acetyl-4-chloro-benzenesulfonyl chloride and 1.3 g (6.28 mmol) of 2-bromo-5-chloro-pyridin-3-ylamine in 8 mL pyridine using procedure x. Yield: 1.3 g of a white solid. LC-MSD, m/z for C13H9BrCl2N2O3S [M+H]+=422.8, 424.8, 426.8. Reactants: O=C(COC1=CC=C(C(C(=O)N)=C1)O)C (5-(2-oxo-propoxy)-salicylamide), [H][H] (hydrogen), S(O)(O)(=O)=O (sulfuric acid), NCC(C1=CC=CC=C1)O (α-(aminomethyl)-benzyl alcohol). The reagents and catalysts are [Pt] (platinum-on-charcoal). Run in CO (methanol). Product: C(N)(=O)C=1C=C(OCC(C)NCC(C2=CC=CC=C2)O)C=CC1O (α-[N-[2-(3-carbamoyl-4-hydroxy-phenoxy)-1-methyl-ethyl]aminomethyl]-benzyl alcohol). RXN SMILES: S(=O)(=O)(O)O.O=[C:7]([CH3:20])[CH2:8][O:9][C:10]1[CH:18]=[C:14]([C:15]([NH2:17])=[O:16])[C:13]([OH:19])=[CH:12][CH:11]=1.[NH2:21][CH2:22][CH:23]([OH:30])[C:24]1[CH:29]=[CH:28][CH:27]=[CH:26][CH:25]=1.[H][H]>[Pt].CO>[C:15]([C:14]1[CH:18]=[C:10]([CH:11]=[CH:12][C:13]=1[OH:19])[O:9][CH2:8][CH:7]([NH:21][CH2:22][CH:23]([OH:30])[C:24]1[CH:29]=[CH:28][CH:27]=[CH:26][CH:25]=1)[CH3:20])(=[O:16])[NH2:17]. Reported procedure: After adding 0.32 g of concentrated sulfuric acid and 3 g of platinum-on-charcoal catalyst (5%), a solution of 26.8 g of 5-(2-oxo-propoxy)-salicylamide and 17.6 g of α-(aminomethyl)-benzyl alcohol in 450 ml of methanol is hydrogenated under normal conditions until 1 mol equivalent of hydrogen has been taken up. The catalyst is filtered off, the solvent is evaporated and the crude α-[N-[2-(3-carbamoyl-4-hydroxy-phenoxy)-1-methyl-ethyl]aminomethyl]-benzyl alcohol thus obtained is dissolved hot in ... The reactants are N(=NC(=O)OCC)C(=O)OCC (diethyl azodicarboxylate), C(C)(C)ON=C(C1=CC(=CC=C1)O)N1N=CN=C1 (1-(O-isopropyl-3-hydroxybenzohydroximoyl)-1H-1,2,4-triazole), C1(CCCCC1)O (cyclohexanol), C1(=CC=CC=C1)P(C1=CC=CC=C1)C1=CC=CC=C1 (triphenylphosphine). The solvent is C1CCOC1 (THF), C1CCOC1 (THF). Conditions: temperature 5 celsius, time 8 hour. The product is C(C)(C)ON=C(C1=CC(=CC=C1)CCC(C)C)N1N=CN=C1 (1-(O-isopropyl-3-isopentylbenzohydroximoyl)-1H-1,2,4triazole). The yield is 86.1%. As a reaction SMILES: [CH:1]([O:4][N:5]=[C:6]([N:14]1[CH:18]=[N:17][CH:16]=[N:15]1)[C:7]1[CH:12]=[CH:11][CH:10]=[C:9](O)[CH:8]=1)([CH3:3])[CH3:2].[CH:19]1(O)[CH2:24][CH2:23][CH2:22]CC1.[C:26]1(P(C2C=CC=CC=2)C2C=CC=CC=2)C=CC=CC=1.N(C(OCC)=O)=NC(OCC)=O>C1COCC1>[CH:1]([O:4][N:5]=[C:6]([N:14]1[CH:18]=[N:17][CH:16]=[N:15]1)[C:7]1[CH:12]=[CH:11][CH:10]=[C:9]([CH2:22][CH2:23][CH:24]([CH3:19])[CH3:26])[CH:8]=1)([CH3:3])[CH3:2]. Procedure: 2.0 g of 1-(O-isopropyl-3-hydroxybenzohydroximoyl)-1H-1,2,4-triazole, 1.6 g of cyclohexanol, and 4.3 g of triphenylphosphine were dissolved in 100 ml of THF. The mixture was maintained at about 5° C. To the solution was added 10 ml of a THF solution dissolving 2.8 g of diethyl azodicarboxylate drop by drop for 30 minutes. The mixture was stirred for 8 hours at room temperature. The solvent in the resultant mixture was removed under reduced pressure. The residue was purified by column chromatogra... The reactants are ClCCl, Nc1cc(Nc2ncccc2-c2ccncn2)ccc1F, O=C(Cl)c1cccc(C(F)(F)F)c1. Yields the product O=C(Nc1cc(Nc2ncccc2-c2ccncn2)ccc1F)c1cccc(C(F)(F)F)c1. As a reaction SMILES: [Cl:35][CH2:36][Cl:37].[F:1][c:2]1[c:3]([NH2:21])[cH:4][c:5]([NH:8][c:9]2[n:10][cH:11][cH:12][cH:13][c:14]2-[c:15]2[n:16][cH:17][n:18][cH:19][cH:20]2)[cH:6][cH:7]1.[F:22][C:23]([c:24]1[cH:25][c:26]([C:27](=[O:28])[Cl:29])[cH:30][cH:31][cH:32]1)([F:33])[F:34]>>[F:1][c:2]1[c:3]([NH:21][C:27]([c:26]2[cH:25][c:24]([C:23]([F:22])([F:33])[F:34])[cH:32][cH:31][cH:30]2)=[O:28])[cH:4][c:5]([NH:8][c:9]2[n:10][cH:11][cH:12][cH:13][c:14]2-[c:15]2[n:16][cH:17][n:18][cH:19][cH:20]2)[cH:6][cH:7]1. Reaction SMILES: [C:1]1([CH2:7][C:8]#[C:9][CH2:10][OH:11])[CH:6]=[CH:5][CH:4]=[CH:3][CH:2]=1.II>C(Cl)Cl.O=[Mn]=O>[C:1]1([CH2:7][C:8]#[C:9][CH:10]=[O:11])[CH:6]=[CH:5][CH:4]=[CH:3][CH:2]=1. Yield: 11.0%. The reagents and catalysts are O=[Mn]=O (MnO2), O=[Mn]=O (MnO2). Reported procedure: 4-Phenyl-2-butyn-1-ol (550 mg; 3.76 mmol, obtained as described in Bull. Soc. Chim. Fr, 1954, 816) was dissolved in DCM (10 mL) and MnO2 (1.64 g; 18.8 mmol) was added. The mixture was stirred at rt and the reaction was monitored by TLC (EtOAc/c-Hex 10/90, staining with iodine). MnO2 was regularly added (1.64 g; 18.8 mmol; three times). MnO2 was removed by filtration on a bed of celite. After washing the celite with DCM, the filtrates were then concentrated under reduced pressure. Purification of... The product is C1(=CC=CC=C1)CC#CC=O (phenyl-2-butynal), oil. Solvent: C(Cl)Cl (DCM). The reactants are C1(=CC=CC=C1)CC#CCO (4-Phenyl-2-butyn-1-ol), II (iodine), EtOAc c-Hex.